The task is: describe an organic reaction: reactants, conditions, products, and yield. This data is from the Open Reaction Database (ORD), a public repository of structured organic reaction records. Reactants: FC1=CC=C2C(=CNC2=C1)C=1CCNCC1 (6-Fluoro-3-(1,2,3,6-tetrahydro-4-pyridinyl)-1H-indole), C([O-])([O-])=O.[K+].[K+] (potassium carbonate), BrC1=NC=CC=C1OC[C@H]1OC1 (2-bromo-3-[(2S)oxiranylmethoxy]pyridine), intermediate. Reagents/catalysts: CC1=CC=C(C=C1)P(C2=CC=C(C=C2)C)C3=C(C4=CC=CC=C4C=C3)C5=C(C=CC6=CC=CC=C65)P(C7=CC=C(C=C7)C)C8=CC=C(C=C8)C ((S)-(−)-2,2′-bis(di-p-tolylphosphino)-1,1′-binaphthyl), C(C)(=O)[O-].[Pd+2].C(C)(=O)[O-] (palladium (II) acetate). Run in CS(=O)C (DMSO), C1(=CC=CC=C1)C (toluene). Yields the product FC1=CC=C2C(=CNC2=C1)C=1CCN(CC1)CC1COC=2C(=NC=CC2)O1 (3-{[4-(6-Fluoro-1H-indol-3-yl)-3,6-dihydro-1(2H)-pyridinyl]methyl}-2,3-dihydro[1,4]dioxino[2,3-b]pyridine). The yield is 12.0%. Reaction SMILES: [F:1][C:2]1[CH:10]=[C:9]2[C:5]([C:6]([C:11]3[CH2:12][CH2:13][NH:14][CH2:15][CH:16]=3)=[CH:7][NH:8]2)=[CH:4][CH:3]=1.Br[C:18]1[C:23]([O:24][CH2:25][C@@H:26]2[CH2:28][O:27]2)=[CH:22][CH:21]=[CH:20][N:19]=1.C(=O)([O-])[O-].[K+].[K+]>CS(C)=O.C1(C)C=CC=CC=1.C([O-])(=O)C.[Pd+2].C([O-])(=O)C.CC1C=CC(P(C2C=CC3C(=CC=CC=3)C=2C2C3C(=CC=CC=3)C=CC=2P(C2C=CC(C)=CC=2)C2C=CC(C)=CC=2)C2C=CC(C)=CC=2)=CC=1>[F:1][C:2]1[CH:10]=[C:9]2[C:5]([C:6]([C:11]3[CH2:12][CH2:13][N:14]([CH2:28][CH:26]4[O:27][C:18]5=[N:19][CH:20]=[CH:21][CH:22]=[C:23]5[O:24][CH2:25]4)[CH2:15][CH:16]=3)=[CH:7][NH:8]2)=[CH:4][CH:3]=1 |f:2.3.4,7.8.9|. Procedure: 6-Fluoro-3-(1,2,3,6-tetrahydro-4-pyridinyl)-1H-indole (1.87 g, 8.65 mmole) and 2-bromo-3-[(2S)oxiranylmethoxy]pyridine (1.00 g, 4.34 mmole) were combined in DMSO (45 mL). This solution was heated at 75–80° C. under nitrogen for 5 hours. After completion, the reaction was cooled to room temperature and partitioned between 250 mL each of ethyl acetate and saturated sodium bicarbonate. The organic phase was washed with brine, dried over magnesium sulfate and concentrated in vacuum. The crude oil wa... Reactants: [H-].[Na+] (NaH), OC1CN(CC1)C(=O)C1=CC2=NC=CC(=C2S1)Cl ((+/−)-(3-hydroxy-pyrrolidin-1-yl)-[7-chloro-thieno[3,2-b]pyridin-2-yl]-methanone), CN(C)C=O (DMF). Reaction conditions: time 20 minute. Yields the product COC1CN(CC1)C(=O)C1=CC2=NC=CC(=C2S1)Cl ((+/−)-(3-Methoxy-pyrrolidin-1-yl)-[7-chloro-thieno[3,2-b]pyridin-2-yl]-methanone). Isolated yield 50.0%. RXN SMILES: [H-].[Na+].[OH:3][CH:4]1[CH2:8][CH2:7][N:6]([C:9]([C:11]2[S:19][C:18]3[C:13](=[N:14][CH:15]=[CH:16][C:17]=3[Cl:20])[CH:12]=2)=[O:10])[CH2:5]1.[CH3:21]N(C=O)C>>[CH3:21][O:3][CH:4]1[CH2:8][CH2:7][N:6]([C:9]([C:11]2[S:19][C:18]3[C:13](=[N:14][CH:15]=[CH:16][C:17]=3[Cl:20])[CH:12]=2)=[O:10])[CH2:5]1 |f:0.1|. Procedure: NaH (0.07 g, 1.3 mmol) was added to a solution of (+/−)-(3-hydroxy-pyrrolidin-1-yl)-[7-chloro-thieno[3,2-b]pyridin-2-yl]-methanone (0.25 g, 0.88 mmol) in DMF (10 mL), at 0° C. The reaction mixture was allowed to stir for 20 min, and Mel (0.188 g, 1.33 mmol) was added dropwise. After 3 h the reaction was quenched with saturated aqueous KCN (10 mL). The aqueous layer was extracted with CH2Cl2 (3×10 mL). The combined organic extracts were dried (Na2SO4), and the solvent was removed. Purification by... The reactants are OO (H2O2), C(=O)(C(F)(F)F)OC(=O)C(F)(F)F (TFAA), CC1CC2=CC3=C(N=C(N=[N+]3[O-])CCCN3CCOCC3)C=C2C1 (7-Methyl-3-[3-(4-morpholinyl)propyl]-7,8-dihydro-6H-indeno[5,6-e][1,2,4]triazine 1-Oxide), C(=O)(C(F)(F)F)O (TFA). Run in N (NH3), C(Cl)Cl (DCM), C(Cl)Cl (DCM). Run at temperature 0 celsius, time 5 minute. Product: CC1CC2=CC3=C([N+](=C(N=[N+]3[O-])CCCN3CCOCC3)[O-])C=C2C1 (7-Methyl-3-[3-(4-morpholinyl)propyl]-7,8-dihydro-6H-indeno[5,6-e][1,2,4]triazine 1,4-Dioxide). Yield: 43.0%. RXN SMILES: OO.C(OC(C(F)(F)F)=O)(C(F)(F)F)=[O:4].[CH3:16][CH:17]1[CH2:39][C:38]2[C:19](=[CH:20][C:21]3[N+:26]([O-:27])=[N:25][C:24]([CH2:28][CH2:29][CH2:30][N:31]4[CH2:36][CH2:35][O:34][CH2:33][CH2:32]4)=[N:23][C:22]=3[CH:37]=2)[CH2:18]1.C(O)(C(F)(F)F)=O>C(Cl)Cl.N>[CH3:16][CH:17]1[CH2:39][C:38]2[C:19](=[CH:20][C:21]3[N+:26]([O-:27])=[N:25][C:24]([CH2:28][CH2:29][CH2:30][N:31]4[CH2:32][CH2:33][O:34][CH2:35][CH2:36]4)=[N+:23]([O-:4])[C:22]=3[CH:37]=2)[CH2:18]1. Procedure: H2O2 (70%, 0.49 mL, ca. 9.7 mmol) was added dropwise to a stirred solution of TFAA (1.4 mL, 9.7 mmol) in DCM (10 mL) at 0° C. The solution was stirred at 0° C. for 5 min, warmed to 20° C. for 10 min, then cooled to 0° C. and added to a stirred solution of 1-oxide 102 (320 mg, 1.0 mmol) and TFA (0.38 mL, 4.9 mmol) in DCM (20 mL) at 0° C. The solution was stirred at 20° C. for 4 h, diluted with dilute aqueous NH3 solution (10 mL) and extracted with CHCl3 (4×30 mL). The combined organic fraction wa... Product: COC(=O)CCc1ccc(OCc2cccc(-c3ccc(O)cc3C)c2)cc1. The reactants are COC(=O)CCc1ccc(OCc2cccc(-c3ccc(OC4CCCCO4)cc3C)c2)cc1, CO, O, Cc1ccc(S(=O)(=O)O)cc1. Reaction SMILES: [CH3:1][c:2]1[c:3](-[c:15]2[cH:16][c:17]([CH2:21][O:22][c:23]3[cH:24][cH:25][c:26]([CH2:29][CH2:30][C:31](=[O:32])[O:33][CH3:34])[cH:27][cH:28]3)[cH:18][cH:19][cH:20]2)[cH:4][cH:5][c:6]([O:8][CH:9]2[CH2:10][CH2:11][CH2:12][CH2:13][O:14]2)[cH:7]1.[CH3:47][OH:48].[OH2:35].[c:36]1([CH3:37])[cH:38][cH:39][c:40]([S:41]([OH:42])(=[O:43])=[O:44])[cH:45][cH:46]1>>[CH3:1][c:2]1[c:3](-[c:15]2[cH:16][c:17]([CH2:21][O:22][c:23]3[cH:24][cH:25][c:26]([CH2:29][CH2:30][C:31](=[O:32])[O:33][CH3:34])[cH:27][cH:28]3)[cH:18][cH:19][cH:20]2)[cH:4][cH:5][c:6]([OH:8])[cH:7]1. Starting materials: BrCCCl (2-bromochloroethane), BrCCBr (1,2-dibromoethane), CC1=NNC(=C1)C (3,5-dimethylpyrazole), 1-ethoxycarbonyl-2H-indazolin-3-one. The solvent is O1CCCC1 (tetrahydrofuran). Yields the product CC1=NN(C(=C1)C)CCCl (2-(3,5-dimethyl-1H-pyrazol-1-yl)ethyl chloride), CC1=NNC(=C1)C (3,5-dimethylpyrazole). Reaction SMILES: [CH3:1][C:2]1[CH:6]=[C:5]([CH3:7])[NH:4][N:3]=1.Br[CH2:9][CH2:10][Cl:11].BrCCBr>O1CCCC1>[CH3:1][C:2]1[CH:6]=[C:5]([CH3:7])[N:4]([CH2:9][CH2:10][Cl:11])[N:3]=1.[CH3:1][C:2]1[CH:6]=[C:5]([CH3:7])[NH:4][N:3]=1. Procedure: When an equivalent amount of 3,5-dimethylpyrazole is substituted for 1-ethoxycarbonyl-2H-indazolin-3-one and 2-bromochloroethane is substituted for 1,2-dibromoethane in the procedure of Example 19 using tetrahydrofuran as solvent, 2-(3,5-dimethyl-1H-pyrazol-1-yl)ethyl chloride is isolated after column chromatography (3,5-dimethylpyrazole, Aldrich, 24%, C). RXN SMILES: Cl.C[O:3][C:4]1[CH:5]=[C:6]2[C:11](=[CH:12][CH:13]=1)[C:10]([O:14][C:15]1[CH:29]=[CH:28][C:18]([O:19][CH2:20][CH2:21][N:22]3[CH2:27][CH2:26][CH2:25][CH2:24][CH2:23]3)=[CH:17][CH:16]=1)=[C:9]([C:30]1[S:31][C:32]([CH3:35])=[CH:33][CH:34]=1)[CH:8]=[CH:7]2.B(Br)(Br)Br.Cl>ClCCl.CO>[CH3:35][C:32]1[S:31][C:30]([C:9]2[C:10]([O:14][C:15]3[CH:29]=[CH:28][C:18]([O:19][CH2:20][CH2:21][N:22]4[CH2:27][CH2:26][CH2:25][CH2:24][CH2:23]4)=[CH:17][CH:16]=3)=[C:11]3[C:6](=[CH:7][CH:8]=2)[CH:5]=[C:4]([OH:3])[CH:13]=[CH:12]3)=[CH:34][CH:33]=1 |f:0.1|. Solvent: ClCCl (dichloromethane), ClCCl (dichloromethane), CO (methanol). The product is CC1=CC=C(S1)C=1C(=C2C=CC(=CC2=CC1)O)OC1=CC=C(C=C1)OCCN1CCCCC1 (6-(5-methylthiophen-2-yl)-5-(4-(2-(piperidin-1-yl)ethoxy)phenoxy)naphthalen-2-ol). Procedure details: Dissolve 1-(2-(4-(6-methoxy-2-(5-methylthiophen-2-yl)naphthalen-1-yloxy)phenoxy)ethyl)piperidine hydrochloride (5.15 g, 10.1 mmol) in dichloromethane (340 mL). Cool the resulting solution to 0° C. In a separate container under nitrogen combine neat boron tribromide (3.9 mL, 40.4 mmol) and dichloromethane (36.5 mL). Add the resulting boron tribromide solution to the cooled solution. Stir the resulting mixture at 0° C. for 2.5 hours. Quench the mixture with saturated aqueous sodium bicarbonate and... Yield: 97.8%. Reactants: B(Br)(Br)Br (boron tribromide), Cl (HCl), Cl.COC=1C=C2C=CC(=C(C2=CC1)OC1=CC=C(OCCN2CCCCC2)C=C1)C=1SC(=CC1)C (1-(2-(4-(6-methoxy-2-(5-methylthiophen-2-yl)naphthalen-1-yloxy)phenoxy)ethyl)piperidine hydrochloride), B(Br)(Br)Br (boron tribromide). Run at temperature 0 celsius, time 2.5 hour. Starting materials: N1(CCCCC1)C1CCNCC1 (4-(piperidin-1-yl)piperidine), CS(=O)(=O)OCC[C@]1(CN(CC1)C(CC1=C(C=CC=C1F)Cl)=O)C1=CC(=C(C=C1)Cl)Cl.C(C)#N (acetonitrile (S)-3-(2-methanesulfonyloxyethyl)-3-(3,4-dichlorophenyl)-1-[(2-chloro-6-fluorophenyl)acetyl]pyrrolidine). Product: ClC=1C=C(C=CC1Cl)[C@]1(CN(CC1)C(CC1=C(C=CC=C1F)Cl)=O)CCN1CCC(CC1)N1CCCCC1 ((S)-3-(3,4-dichlorophenyl)-1-[(2-chloro-6-fluorophenyl)acetyl]-3-[2-[4-(piperidin-1-yl)piperidin-1-yl]ethyl]pyrrolidine). Reaction SMILES: [N:1]1([CH:7]2[CH2:12][CH2:11][NH:10][CH2:9][CH2:8]2)[CH2:6][CH2:5][CH2:4][CH2:3][CH2:2]1.CS(O[CH2:18][CH2:19][C@:20]1([C:36]2[CH:41]=[CH:40][C:39]([Cl:42])=[C:38]([Cl:43])[CH:37]=2)[CH2:24][CH2:23][N:22]([C:25](=[O:35])[CH2:26][C:27]2[C:32]([F:33])=[CH:31][CH:30]=[CH:29][C:28]=2[Cl:34])[CH2:21]1)(=O)=O.C(#N)C>>[Cl:43][C:38]1[CH:37]=[C:36]([C@:20]2([CH2:19][CH2:18][N:10]3[CH2:11][CH2:12][CH:7]([N:1]4[CH2:6][CH2:5][CH2:4][CH2:3][CH2:2]4)[CH2:8][CH2:9]3)[CH2:24][CH2:23][N:22]([C:25](=[O:35])[CH2:26][C:27]3[C:32]([F:33])=[CH:31][CH:30]=[CH:29][C:28]=3[Cl:34])[CH2:21]2)[CH:41]=[CH:40][C:39]=1[Cl:42] |f:1.2|. Procedure: In 30 ml of acetonitrile (S)-3-(2-methanesulfonyloxyethyl)-3-(3,4-dichlorophenyl)-1-[(2-chloro-6-fluorophenyl)acetyl]pyrrolidine (3.17 g), prepared as described, Supra, is mixed with an equimolar amount of 4-(piperidin-1-yl)piperidine. The reaction mixture is then heated to reflux and refluxed for about ten hours. The mixture is then concentrated under vacuum an the residue is taken up in methylene chloride and washed with a 3N solution of hydrochloric acid, followed by a wash with brine. The or...